describe an organic reaction: reactants, conditions, products, and yield From a dataset of the Open Reaction Database (ORD), a public repository of structured organic reaction records. The reactants are BrC=1C=C(C(=O)O)C=CC1C(C)NC(=O)OC(C)(C)C (3-bromo-4-(1-tert-butoxycarbonylamino-ethyl)-benzoic acid), CCN(C(C)C)C(C)C (DIEA), CN(C)C(=[N+](C)C)ON1C2=C(C=CC=C2)N=N1.[B-](F)(F)(F)F (TBTU), C=1C=CC2=C(C1)N=NN2O (HOBt), NC1=CC=NC=C1 (4-Aminopyridine), CCN(C(C)C)C(C)C (DIEA), CN(C)C(=[N+](C)C)ON1C2=C(C=CC=C2)N=N1.[B-](F)(F)(F)F (TBTU), C=1C=CC2=C(C1)N=NN2O (HOBt), NC1=CC=NC=C1 (4-aminopyridine). The solvent is CCOC(=O)C (EtOAc), CN(C)C=O (DMF). Reaction conditions: time 5 minute. Yields the product C(C)(C)(C)OC(NC(C)C1=C(C=C(C=C1)C(NC1=CC=NC=C1)=O)Br)=O ({1-[2-Bromo-4-(pyridine-4-ylcarbamoyl)-phenyl]ethyl}-carbamic acid tert-butyl ester). Reaction SMILES: [Br:1][C:2]1[CH:3]=[C:4]([CH:8]=[CH:9][C:10]=1[CH:11]([NH:13][C:14]([O:16][C:17]([CH3:20])([CH3:19])[CH3:18])=[O:15])[CH3:12])[C:5]([OH:7])=O.CCN(C(C)C)C(C)C.CN(C(ON1N=NC2C=CC=CC1=2)=[N+](C)C)C.[B-](F)(F)(F)F.C1C=CC2N(O)N=NC=2C=1.[NH2:62][C:63]1[CH:68]=[CH:67][N:66]=[CH:65][CH:64]=1>CN(C=O)C.CCOC(C)=O>[C:17]([O:16][C:14](=[O:15])[NH:13][CH:11]([C:10]1[CH:9]=[CH:8][C:4]([C:5](=[O:7])[NH:62][C:63]2[CH:68]=[CH:67][N:66]=[CH:65][CH:64]=2)=[CH:3][C:2]=1[Br:1])[CH3:12])([CH3:20])([CH3:19])[CH3:18] |f:2.3|. Reported procedure: To a solution of 3-bromo-4-(1-tert-butoxycarbonylamino-ethyl)-benzoic acid (7496 to 61011 μmol) in DMF (10 to 30 ml) were added DIEA (2 eq.), TBTU (1.3 eq.) and HOBt (0.3 eq.). The reaction mixture was stirred at RT for 5 minutes. 4-Aminopyridine (1.5 eq) was added and the reaction mixture was stirred at RT for 2.5 hours up to overnight. When there was still starting material observed, more DIEA (0.39 eq), TBTU (0.25 eq), HOBt (0.06 eq) and 4-aminopyridine (0.28 eq) were added and the reaction m... The reactants are ClC#CCCCCCCCCCC (1-Chloro-1-dodecyne), [H-].C(C)[Al](CC)CC.[Na+] (sodium triethylaluminum hydride), C[O-].[Na+] (sodium methoxide), Cl (HCl). The solvent is CCCCC (pentane). Conditions: temperature 50 celsius. Yields the product CC\C=C/CCCCCCCCCC (cis-3-tetradecene). As a reaction SMILES: Cl[C:2]#[C:3][CH2:4][CH2:5][CH2:6][CH2:7][CH2:8][CH2:9][CH2:10][CH2:11][CH2:12][CH3:13].[H-].[CH2:15]([Al](CC)CC)[CH3:16].[Na+].C[O-].[Na+].Cl>CCCCC>[CH3:13][CH2:12]/[CH:11]=[CH:10]\[CH2:9][CH2:8][CH2:7][CH2:6][CH2:5][CH2:4][CH2:3][CH2:2][CH2:15][CH3:16] |f:1.2.3,4.5|. Reported procedure: In a manner similar to that described in Example 10, 1.00 g (5.00 mmol) of 1-Chloro-1-dodecyne was hydroaluminated with sodium triethylaluminum hydride and then treated with sodium methoxide. After heating the reaction mixture overnight at 50° C., it was slowly poured into a mixture of 3N HCl and pentane. The aqueous layer was extracted with pentane and the combined organic phase was washed sequentially with 3N HCl, saturated NaHCO3, and saturated NaCl. Analysis by GC (using n-nonane as an inter...